This data is from the Open Reaction Database (ORD), a public repository of structured organic reaction records. The task is: describe an organic reaction: reactants, conditions, products, and yield The reactants are O=C([O-])[O-], CI, COC(=O)c1cnc(Cl)c(O)c1, CC(C)=O, [K+], [K+]. Yields the product COC(=O)c1cnc(Cl)c(OC)c1. Reaction SMILES: [C:15](=[O:16])([O-:17])[O-:18].[CH3:13][I:14].[CH3:1][O:2][C:3]([c:4]1[cH:5][n:6][c:7]([Cl:11])[c:8]([OH:10])[cH:9]1)=[O:12].[CH3:21][C:22](=[O:23])[CH3:24].[K+:19].[K+:20]>>[CH3:1][O:2][C:3]([c:4]1[cH:5][n:6][c:7]([Cl:11])[c:8]([O:10][CH3:15])[cH:9]1)=[O:12]. The reactants are O (water), ICC (Iodoethane), FC1=CC=C(N)C=C1 (4-fluoroaniline), C([O-])([O-])=O.[K+].[K+] (potassium carbonate). Reaction conditions: time 18.5 hour. The product is C(C)NC1=CC=C(C=C1)F (Ethyl-(4-fluoro-phenyl)-amine). RXN SMILES: I[CH2:2][CH3:3].[F:4][C:5]1[CH:11]=[CH:10][C:8]([NH2:9])=[CH:7][CH:6]=1.C(=O)([O-])[O-].[K+].[K+].O>CN(C=O)C>[CH2:2]([NH:9][C:8]1[CH:10]=[CH:11][C:5]([F:4])=[CH:6][CH:7]=1)[CH3:3] |f:2.3.4|. Procedure: Iodoethane (3.6 ml) was added to a mixture of 4-fluoroaniline (4.26 ml) and potassium carbonate (6.9 g) in dry DMF (100 ml). After 18.5 h at 23°, the resulting suspension was poured into water (400 ml) and extracted with EA (400 ml). The organic extract was washed with water (200 ml) then saturated brine (200 ml), dried and evaporated. The residual oil was chromatographed with 2 to 3 to 4% EA in hexane as eluent to give the title compound (3.667 g) as a yellow oil. Solvent: CN(C)C=O (DMF). Starting materials: Br, CCCCCCCCCCCCCCCCCCCO, CCOC(C)=O, O, O=S(=O)(O)O. Yields the product CCCCCCCCCCCCCCCCCCCBr. Reaction SMILES: [BrH:21].[CH2:1]([CH2:2][CH2:3][CH2:4][CH2:5][CH2:6][CH2:7][CH2:8][CH2:9][CH2:10][CH2:11][CH2:12][CH2:13][CH2:14][CH2:15][CH2:16][CH2:17][CH2:18][CH3:19])[OH:20].[CH3:27][CH2:28][O:29][C:30](=[O:31])[CH3:32].[OH2:33].[S:22](=[O:23])(=[O:24])([OH:25])[OH:26]>>[CH2:1]([CH2:2][CH2:3][CH2:4][CH2:5][CH2:6][CH2:7][CH2:8][CH2:9][CH2:10][CH2:11][CH2:12][CH2:13][CH2:14][CH2:15][CH2:16][CH2:17][CH2:18][CH3:19])[Br:21]. Reactants: C(C)(C)(C)OC(NC1(CCC1)C1=CC=C(C=C1)C1=C(OC2=CC=C(C=C2C1=O)F)C1=CC=CC=C1)=O ({1-[4-(6-fluoro-4-oxo-2-phenyl-4H-chromen-3-yl)-phenyl]-cyclobutyl}-carbamic acid tert-butyl ester), ClC1=CC=C2C(=N1)OC(=C(C2=O)I)C2=CC=CC=C2 (7-chloro-3-iodo-2-phenyl-pyrano[2,3-b]pyridin-4-one). Yields the product C(C)(C)(C)OC(NC1(CCC1)C1=CC=C(C=C1)C=1C(C=2C(=NC(=CC2)Cl)OC1C1=CC=CC=C1)=O)=O ({1-[4-(7-Chloro-4-oxo-2-phenyl-4H-pyrano[2,3-b]pyridin-3-yl)-phenyl]-cyclobutyl}-carbamic acid tert-butyl ester). Yield: 64.0%. As a reaction SMILES: [C:1]([O:5][C:6](=[O:36])[NH:7][C:8]1([C:12]2[CH:17]=[CH:16][C:15](C3C(=O)C4C(=CC=C(F)C=4)OC=3C3C=CC=CC=3)=[CH:14][CH:13]=2)[CH2:11][CH2:10][CH2:9]1)([CH3:4])([CH3:3])[CH3:2].[Cl:37][C:38]1[N:43]=[C:42]2[O:44][C:45]([C:50]3[CH:55]=[CH:54][CH:53]=[CH:52][CH:51]=3)=[C:46](I)[C:47](=[O:48])[C:41]2=[CH:40][CH:39]=1>>[C:1]([O:5][C:6](=[O:36])[NH:7][C:8]1([C:12]2[CH:13]=[CH:14][C:15]([C:46]3[C:47](=[O:48])[C:41]4[C:42]([O:44][C:45]=3[C:50]3[CH:55]=[CH:54][CH:53]=[CH:52][CH:51]=3)=[N:43][C:38]([Cl:37])=[CH:39][CH:40]=4)=[CH:16][CH:17]=2)[CH2:9][CH2:10][CH2:11]1)([CH3:4])([CH3:2])[CH3:3]. Procedure: Following the procedure used to prepare {1-[4-(6-fluoro-4-oxo-2-phenyl-4H-chromen-3-yl)-phenyl]-cyclobutyl}-carbamic acid tert-butyl ester, 7-chloro-3-iodo-2-phenyl-pyrano[2,3-b]pyridin-4-one was reacted to give the title compound (8.4 mg, 64%) as a colourless gum. LCMS (Method B): RT=4.42 min, [M+Na]+=525/527. Reactants: C(C)OC(CSC1=CN=C(S1)NC(=O)N(C1=C(C(=C(C=C1)F)F)F)CC1CCCCC1)=O ({2-[3-(cyclohexylmethyl)-3-(2,3,4-trifluoro-phenyl)-ureido]-thiazol-5-ylsulfanyl}-acetic acid ethyl ester), C(C)OC(CSC1=CN=C(S1)N)=O ((2-amino-thiazol-5-ylsulfanyl)acetic acid ethyl ester), C1(CCCC1)CN(C(NC=1SC=C(N1)CC(=O)O)=O)C1=CC=C(C=C1)S(=O)(=O)C ({2-[3-cyclopentylmethyl-3-(4-methanesulfonyl-phenyl)-ureido]-thiazol-4-yl}-acetic acid), CN(C1=C(C(=C(C=C1)F)F)F)CC1CCCCC1 (methyl-cyclohexylmethyl-(2,3,4-trifluorophenyl)-amine). Product: C1(CCCCC1)CN(C(NC=1SC(=CN1)SCC(=O)O)=O)C1=C(C(=C(C=C1)F)F)F ({2-[3-Cyclohexylmethyl-3-(2,3,4-trifluoro-phenyl)-ureido]-thiazol-5-ylsulfanyl}-acetic acid). Reaction SMILES: C([O:3][C:4](=[O:32])[CH2:5][S:6][C:7]1[S:11][C:10]([NH:12][C:13]([N:15]([CH2:25][CH:26]2[CH2:31][CH2:30][CH2:29][CH2:28][CH2:27]2)[C:16]2[CH:21]=[CH:20][C:19]([F:22])=[C:18]([F:23])[C:17]=2[F:24])=[O:14])=[N:9][CH:8]=1)C.C1(CN(C2C=CC(S(C)(=O)=O)=CC=2)C(=O)NC2SC=C(CC(O)=O)N=2)CCCC1.CN(CC1CCCCC1)C1C=CC(F)=C(F)C=1F.C(OC(=O)CSC1SC(N)=NC=1)C>>[CH:26]1([CH2:25][N:15]([C:16]2[CH:21]=[CH:20][C:19]([F:22])=[C:18]([F:23])[C:17]=2[F:24])[C:13](=[O:14])[NH:12][C:10]2[S:11][C:7]([S:6][CH2:5][C:4]([OH:32])=[O:3])=[CH:8][N:9]=2)[CH2:31][CH2:30][CH2:29][CH2:28][CH2:27]1. Reported procedure: The title compound was prepared via {2-[3-(cyclohexylmethyl)-3-(2,3,4-trifluoro-phenyl)-ureido]-thiazol-5-ylsulfanyl}-acetic acid ethyl ester in a similar manner as described for the synthesis of {2-[3-cyclopentylmethyl-3-(4-methanesulfonyl-phenyl)-ureido]-thiazol-4-yl}-acetic acid, using (methyl-cyclohexylmethyl-(2,3,4-trifluorophenyl)-amine and (2-amino-thiazol-5-ylsulfanyl)acetic acid ethyl ester. The reactants are OCCCCCCCCCCBr, CCN(CC)S(F)(F)F, ClCCl. Yields the product FCCCCCCCCCCBr. Reaction SMILES: [Br:1][CH2:2][CH2:3][CH2:4][CH2:5][CH2:6][CH2:7][CH2:8][CH2:9][CH2:10][CH2:11][OH:12].[CH2:13]([N:14]([S:15]([F:16])([F:17])[F:19])[CH2:18][CH3:20])[CH3:21].[CH2:22]([Cl:23])[Cl:24]>>[Br:1][CH2:2][CH2:3][CH2:4][CH2:5][CH2:6][CH2:7][CH2:8][CH2:9][CH2:10][CH2:11][F:19]. Reactants: CS(=O)(=O)OC1=CC=C(C=C1)/C=C/C(=O)O ((E)-3-(4-(methanesulfonyloxy)phenyl)acrylic acid), CS(=O)(=O)Cl.FC(S(=O)(=O)OS(=O)(=O)C(F)(F)F)(F)F (trifluoromethansulfonic acid anhydride methanesulfonyl chloride). The product is FC(S(=O)(=O)OC1=CC=C(C=C1)/C=C/C(=O)O)(F)F ((E)-3-(4-(trifluoromethylsulfonyloxy)phenyl)acrylic acid). As a reaction SMILES: CS(O[C:6]1[CH:11]=[CH:10][C:9](/[CH:12]=[CH:13]/[C:14]([OH:16])=[O:15])=[CH:8][CH:7]=1)(=O)=O.CS(Cl)(=O)=O.[F:22][C:23]([F:36])([F:35])[S:24]([O:27]S(C(F)(F)F)(=O)=O)(=[O:26])=[O:25]>>[F:22][C:23]([F:36])([F:35])[S:24]([O:27][C:6]1[CH:11]=[CH:10][C:9](/[CH:12]=[CH:13]/[C:14]([OH:16])=[O:15])=[CH:8][CH:7]=1)(=[O:26])=[O:25] |f:1.2|. Procedure details: 13.4 g of (E)-3-(4-(trifluoromethylsulfonyloxy)phenyl)acrylic acid was synthesized as described for (E)-3-(4-(methanesulfonyloxy)phenyl)acrylic acid using trifluoromethansulfonic acid anhydride methanesulfonyl chloride.